This data is from the Open Reaction Database (ORD), a public repository of structured organic reaction records. The task is: describe an organic reaction: reactants, conditions, products, and yield The reactants are OCC1=CC(=C(C(=O)O)C=C1)C1=CC=CC=C1 (4-hydroxymethyl-2-phenylbenzoic acid), Cl.CN(CCCN=C=NCC)C (1-(3-dimethylaminopropyl)-3-ethylcarbodiimide hydrochloride), ON1N=NC2=C(C1=O)C=CC=C2 (3-hydroxy-1,2,3-benzotriazin-4(3H)-one), Cl.COC([C@@H](N)CCSC)=O (methionine methyl ester hydrochloride), CN1CCOCC1 (4-methylmorpholine). The solvent is CN(C)C=O.ClCCl (DMF dichloromethane), C(C)(=O)OCC (ethyl acetate). Run at time 8 hour. Product: COC([C@@H](NC(C1=C(C=C(C=C1)CO)C1=CC=CC=C1)=O)CCSC)=O ([4-hydroxymethyl-2-phenylbenzoyl]methionine methyl ester). Isolated yield 60.0%. Reaction SMILES: [OH:1][CH2:2][C:3]1[CH:11]=[CH:10][C:6]([C:7]([OH:9])=O)=[C:5]([C:12]2[CH:17]=[CH:16][CH:15]=[CH:14][CH:13]=2)[CH:4]=1.Cl.CN(C)CCCN=C=NCC.ON1C(=O)C2C=CC=CC=2N=N1.Cl.[CH3:43][O:44][C:45](=[O:52])[C@H:46]([CH2:48][CH2:49][S:50][CH3:51])[NH2:47].CN1CCOCC1>C(OCC)(=O)C.CN(C=O)C.ClCCl>[CH3:43][O:44][C:45](=[O:52])[C@H:46]([CH2:48][CH2:49][S:50][CH3:51])[NH:47][C:7](=[O:9])[C:6]1[CH:10]=[CH:11][C:3]([CH2:2][OH:1])=[CH:4][C:5]=1[C:12]1[CH:17]=[CH:16][CH:15]=[CH:14][CH:13]=1 |f:1.2,4.5,8.9|. Procedure details: To a solution in 1:3 DMF-dichloromethane (100 mL) of 4-hydroxymethyl-2-phenylbenzoic acid (5.2 g, 23 mmol), prepared as in Example 158D, at 5-10° C. was added 1-(3-dimethylaminopropyl)-3-ethylcarbodiimide hydrochloride (4.8 g, 25 mmol), 3-hydroxy-1,2,3-benzotriazin-4(3H)-one (4.1 g, 25 mmol), methionine methyl ester hydrochloride (5.0 g, 25 mmol) and 4-methylmorpholine (2.8 mL, 25 mmol). The reaction was warmed slowly to ambient temperature and stirred overnight. The reaction mixture was diluted... Starting materials: COC(=O)C1=CC=CC(=C1C1=C(C=CC=C1)OC)OC (methyl-2,2′-dimethoxy-biphenyl-6-carboxylate), [OH-].[Na+] (NaOH). Solvent: C(C)O (ethanol). The product is COC1=C(C(=CC=C1)C(=O)O)C1=C(C=CC=C1)OC (2,2′-dimethoxy-biphenyl-6-carboxylic acid). Isolated yield 96.3%. RXN SMILES: C[O:2][C:3]([C:5]1[C:10]([C:11]2[CH:16]=[CH:15][CH:14]=[CH:13][C:12]=2[O:17][CH3:18])=[C:9]([O:19][CH3:20])[CH:8]=[CH:7][CH:6]=1)=[O:4].[OH-].[Na+]>C(O)C>[CH3:20][O:19][C:9]1[CH:8]=[CH:7][CH:6]=[C:5]([C:3]([OH:4])=[O:2])[C:10]=1[C:11]1[CH:16]=[CH:15][CH:14]=[CH:13][C:12]=1[O:17][CH3:18] |f:1.2|. Procedure: A stirred mixture of 188.4 mg (0.69 mmol) of ester prepared in Step A and 0.28 mL (1.39 mmol) of 5N NaOH in 2 mL of ethanol was refluxed under nitrogen for 1.5 hours. The mixture was partitioned between EtOAc, ice, 2N HCl, and the organic phase was separated, washed with brine, dried over Na2SO4, filtered, evaporated, and dried in vacuo to give 171.6 mg of the title acid which was used without further purification. As a reaction SMILES: [C:29]([OH:30])(=[O:31])[CH3:32].[F:1][c:2]1[cH:3][cH:4][c:5]([CH2:6][NH:7][C:8](=[O:9])[c:10]2[n:11][c:12]3[n:13]([c:14](=[O:17])[c:15]2[OH:16])[CH2:18][CH2:19][CH:20]([N:22]([CH3:23])[O:24][CH3:25])[CH2:21]3)[cH:26][cH:27]1.[OH2:28].[Zn:33]>>[F:1][c:2]1[cH:3][cH:4][c:5]([CH2:6][NH:7][C:8](=[O:9])[c:10]2[n:11][c:12]3[n:13]([c:14](=[O:17])[c:15]2[OH:16])[CH2:18][CH2:19][CH:20]([NH:22][CH3:23])[CH2:21]3)[cH:26][cH:27]1. Reactants: CC(=O)O, CON(C)C1CCn2c(nc(C(=O)NCc3ccc(F)cc3)c(O)c2=O)C1, O, [Zn]. Yields the product CNC1CCn2c(nc(C(=O)NCc3ccc(F)cc3)c(O)c2=O)C1. Starting materials: OC1=C(C=CC=C1)C1=NC2=CC=CC=C2C(=C1)N[C@@H]1CN(CC1)C(=O)OC(C)(C)C ((S)-tert-butyl 3-(2-(2-hydroxyphenyl)quinolin-4-ylamino)pyrrolidine-1-carboxylate), Cl (HCl). The solvent is CO (methanol), O1CCOCC1 (dioxane). Reaction conditions: time 12 hour. Yields the product N1C[C@H](CC1)NC1=CC(=NC2=CC=CC=C12)C1=C(C=CC=C1)O ((S)-2-(4-(Pyrrolidin-3-ylamino)quinolin-2-yl)phenol). Yield: 53.2%. Reaction SMILES: [OH:1][C:2]1[CH:7]=[CH:6][CH:5]=[CH:4][C:3]=1[C:8]1[CH:17]=[C:16]([NH:18][C@H:19]2[CH2:23][CH2:22][N:21](C(OC(C)(C)C)=O)[CH2:20]2)[C:15]2[C:10](=[CH:11][CH:12]=[CH:13][CH:14]=2)[N:9]=1.Cl>CO.O1CCOCC1>[NH:21]1[CH2:22][CH2:23][C@H:19]([NH:18][C:16]2[C:15]3[C:10](=[CH:11][CH:12]=[CH:13][CH:14]=3)[N:9]=[C:8]([C:3]3[CH:4]=[CH:5][CH:6]=[CH:7][C:2]=3[OH:1])[CH:17]=2)[CH2:20]1. Procedure details: (S)-tert-butyl 3-(2-(2-hydroxyphenyl)quinolin-4-ylamino)pyrrolidine-1-carboxylate (0.050 g, 0.123 mmol) was dissolved in methanol (2 mL) and 4 M HCl in dioxane (5 mL) was added. After stirring for 12 hours, the solution was concentrated and purified by ion exchange chromatography on SCX-2 Isolute acidic resin (2 g), eluting with methanol and then 1 M ammonia in methanol. Further purification by preparative thin layer chromatography, eluting with 20% methanol in dichloromethane, gave the title co... The reactants are FC=1C=C(C=CC1SC)C(C(=O)OCC)=O (ethyl 2-(3-fluoro-4-(methylthio)phenyl)-2-oxoacetate), Cl (HCl), C(C)(=O)OCC.CCCCCC (ethyl acetate hexane). The solvent is C1(=CC=CC=C1)C (toluene), [OH-].[Na+] (sodium hydroxide). Reaction conditions: temperature 0 celsius, time 3 hour. The product is crude product, FC=1C=C(C=CC1SC)C(C(=O)O)=O (2-(3-fluoro-4-(methylthio)phenyl)-2-oxoacetic acid). RXN SMILES: [F:1][C:2]1[CH:3]=[C:4]([C:10](=[O:16])[C:11]([O:13]CC)=[O:12])[CH:5]=[CH:6][C:7]=1[S:8][CH3:9].C(OCC)(=O)C.CCCCCC.Cl>C1(C)C=CC=CC=1.[OH-].[Na+]>[F:1][C:2]1[CH:3]=[C:4]([C:10](=[O:16])[C:11]([OH:13])=[O:12])[CH:5]=[CH:6][C:7]=1[S:8][CH3:9] |f:1.2,5.6|. Reported procedure: To a solution of ethyl 2-(3-fluoro-4-(methylthio)phenyl)-2-oxoacetate (5.5 g, 0.02 mol) in toluene (55 mL, 10 times), 3 M sodium hydroxide solution (9.09 mL) was added at 50° C. and the reaction mixture was stirred for 3 h at the same temperature. Progress of the reaction was monitored by TLC (30% ethyl acetate/hexane, Rf˜0.1). On completion of the reaction, the contents were cooled to 0° C., the mixture was acidified with diluted HCl and the solid precipitated was filtered. The crude product 2-...